From a dataset of the Open Reaction Database (ORD), a public repository of structured organic reaction records. describe an organic reaction: reactants, conditions, products, and yield Starting materials: COS(=O)(=O)c1ccc(C)cc1, CCOC(C)=O, c1ccc(C2CCCCC2N2CCCC2)cc1. Yields the product Cc1ccc(S(=O)(=O)[O-])cc1, C[N+]1(C2CCCCC2c2ccccc2)CCCC1. Reaction SMILES: [CH3:18][O:19][S:20](=[O:21])(=[O:22])[c:23]1[cH:24][cH:25][c:26]([CH3:29])[cH:27][cH:28]1.[CH3:30][CH2:31][O:32][C:33](=[O:34])[CH3:35].[c:1]1([CH:7]2[CH:8]([N:13]3[CH2:14][CH2:15][CH2:16][CH2:17]3)[CH2:9][CH2:10][CH2:11][CH2:12]2)[cH:2][cH:3][cH:4][cH:5][cH:6]1>>[O:19]=[S:20](=[O:21])([O-:22])[c:23]1[cH:24][cH:25][c:26]([CH3:29])[cH:27][cH:28]1.[c:1]1([CH:7]2[CH:8]([N+:13]3([CH3:18])[CH2:14][CH2:15][CH2:16][CH2:17]3)[CH2:9][CH2:10][CH2:11][CH2:12]2)[cH:2][cH:3][cH:4][cH:5][cH:6]1.